Dataset: the Open Reaction Database (ORD), a public repository of structured organic reaction records. Task: describe an organic reaction: reactants, conditions, products, and yield Reactants: COC1=CC=C(COC2=C(N)C(=CC=C2)[N+](=O)[O-])C=C1 (2-(4-methoxybenzyloxy)-6-nitroaniline). Reagents/catalysts: [Fe] (iron). Solvent: C(C)(=O)O (acetic acid), C(C)O (ethanol). The product is NC1=C(N)C=CC=C1OCC1=CC=C(C=C1)OC (2-amino-3-(4-methoxybenzyloxy)aniline). The yield is 84.2%. Reaction SMILES: [CH3:1][O:2][C:3]1[CH:20]=[CH:19][C:6]([CH2:7][O:8][C:9]2[CH:15]=[CH:14][CH:13]=[C:12]([N+:16]([O-])=O)[C:10]=2[NH2:11])=[CH:5][CH:4]=1>C(O)(=O)C.C(O)C.[Fe]>[NH2:11][C:10]1[C:9]([O:8][CH2:7][C:6]2[CH:19]=[CH:20][C:3]([O:2][CH3:1])=[CH:4][CH:5]=2)=[CH:15][CH:14]=[CH:13][C:12]=1[NH2:16]. Reported procedure: To a solution of 2-(4-methoxybenzyloxy)-6-nitroaniline (3 g) in acetic acid (6 ml) and ethanol (24 ml) was added iron (3.06 g), and the mixture was refluxed for 3 hours. Insoluble material was filtered off, and the filtrate was concentrated in vacuo. To the residue was added saturated sodium bicarbonate solution, and extracted with ethyl acetate. The organic layer was dried over magnesium sulfate and evaporated in vacuo. The residue was pulverized with diethyl ether to give 2-amino-3-(4-methoxyb... The solvent is C1CCOC1 (THF), O (water). Yields the product C(C1=CC=CC=C1)OC(=O)C(CC(C(=O)O)N)C (4-[(benzyloxy)carbonyl]-4-methyl-aminobutyric acid). Reaction conditions: temperature 0 celsius, time 15 minute. Reaction SMILES: [CH2:1]([O:8][C:9]([CH2:11][CH2:12][CH:13]([NH2:17])[C:14]([OH:16])=[O:15])=[O:10])[C:2]1[CH:7]=[CH:6][CH:5]=[CH:4][CH:3]=1.CI.[C:20](OCC)(=O)C.[OH-].[Na+]>C1COCC1.O>[CH2:1]([O:8][C:9]([CH:11]([CH3:20])[CH2:12][CH:13]([NH2:17])[C:14]([OH:16])=[O:15])=[O:10])[C:2]1[CH:3]=[CH:4][CH:5]=[CH:6][CH:7]=1 |f:3.4|. Reported procedure: In THF (500 ml) was dissolved 4-[(benzyloxy) carbonyl]-aminobutyric acid (25.0 g) , and to the mixture was gradually added at -5° C. methyl iodide (37.4 g). Under nitrogen atmosphere, the mixture was stirred at 0° C. for 15 minutes and then at room temperature for 24 hours. To the mixture was added ethyl acetate (300 ml) and then water (800 ml). The mixture was made pH 11 with sodium hydroxide and washed with ether (400 ml×2). The aqueous layer was made pH 2 with concentrated hydrochloric acid a... Starting materials: C(C1=CC=CC=C1)OC(=O)CCC(C(=O)O)N (4-[(benzyloxy) carbonyl]-aminobutyric acid), [OH-].[Na+] (sodium hydroxide), CI (methyl iodide), C(C)(=O)OCC (ethyl acetate). Reactants: C1COCCO1, [Cu]I, COc1cn(-c2ccc(I)cc2F)nc(-c2ccnn2-c2ccccc2)c1=O, [K+], [K+], [K+], NC1CCCCC1N, O=C1CCCN1, O, O=P([O-])([O-])[O-]. Product: COc1cn(-c2ccc(N3CCCC3=O)cc2F)nc(-c2ccnn2-c2ccccc2)c1=O. As a reaction SMILES: [CH2:51]1[O:52][CH2:53][CH2:54][O:55][CH2:56]1.[Cu:57][I:58].[F:1][c:2]1[c:3](-[n:9]2[n:10][c:11](-[c:18]3[cH:19][cH:20][n:21][n:22]3-[c:23]3[cH:24][cH:25][cH:26][cH:27][cH:28]3)[c:12](=[O:17])[c:13]([O:15][CH3:16])[cH:14]2)[cH:4][cH:5][c:6]([I:8])[cH:7]1.[K+:48].[K+:49].[K+:50].[NH2:35][CH:36]1[CH2:37][CH2:38][CH2:39][CH2:40][CH:41]1[NH2:42].[NH:29]1[C:30](=[O:34])[CH2:31][CH2:32][CH2:33]1.[OH2:59].[P:43]([O-:44])([O-:45])([O-:46])=[O:47]>>[F:1][c:2]1[c:3](-[n:9]2[n:10][c:11](-[c:18]3[cH:19][cH:20][n:21][n:22]3-[c:23]3[cH:24][cH:25][cH:26][cH:27][cH:28]3)[c:12](=[O:17])[c:13]([O:15][CH3:16])[cH:14]2)[cH:4][cH:5][c:6]([N:29]2[C:30](=[O:34])[CH2:31][CH2:32][CH2:33]2)[cH:7]1. The reactants are C(=O)N1CCOCC1 (N-formylmorpholine), Cl (hydrochloric acid), FC1=CC=C(C2=C1CCO2)OC (4-fluoro-7-methoxy-2,3-dihydrobenzofuran), CN(C)CCN(C)CCN(C)C (N,N,N′,N′,N″-pentamethyldiethylenetriamine), C(CCC)[Li] (n-butyllithium). The solvent is C1CCOC1 (THF). Conditions: temperature -74 celsius, time 1 hour. The product is FC1=C(C=C(C2=C1CCO2)OC)C=O (4-fluoro-7-methoxy-2,3-dihydrobenzofuran-5-carbaldehyde). As a reaction SMILES: [F:1][C:2]1[C:7]2[CH2:8][CH2:9][O:10][C:6]=2[C:5]([O:11][CH3:12])=[CH:4][CH:3]=1.CN(CCN(CCN(C)C)C)C.C([Li])CCC.[CH:30](N1CCOCC1)=[O:31].Cl>C1COCC1>[F:1][C:2]1[C:7]2[CH2:8][CH2:9][O:10][C:6]=2[C:5]([O:11][CH3:12])=[CH:4][C:3]=1[CH:30]=[O:31]. Procedure: To a solution of 665 mg of 4-fluoro-7-methoxy-2,3-dihydrobenzofuran and 740 mg of N,N,N′,N′,N″-pentamethyldiethylenetriamine in 15 ml of THF there was added dropwise 1.66 ml of n-butyllithium (2.55 M, hexane solution) at −74° C. The mixture was stirred at −74° C. for 1 hour, and then 500 μl of N-formylmorpholine was added. After further stirring at room temperature for 1 hour, 1N hydrochloric acid was added to the reaction mixture while cooling on ice, and the mixture was extracted with ethyl ac... The reactants are CCNC(=O)Nc1ccc(-c2nc3c(c(N4CCOCC4)n2)CCNC3)cc1, CC1(C(=O)O)CC1. Yields the product CCNC(=O)Nc1ccc(-c2nc3c(c(N4CCOCC4)n2)CCN(C(=O)C2(C)CC2)C3)cc1. RXN SMILES: [CH2:1]([CH3:2])[NH:3][C:4](=[O:5])[NH:6][c:7]1[cH:8][cH:9][c:10](-[c:13]2[n:14][c:15]([N:23]3[CH2:24][CH2:25][O:26][CH2:27][CH2:28]3)[c:16]3[c:17]([n:18]2)[CH2:19][NH:20][CH2:21][CH2:22]3)[cH:11][cH:12]1.[CH3:29][C:30]1([C:33](=[O:34])[OH:35])[CH2:31][CH2:32]1>>[CH2:1]([CH3:2])[NH:3][C:4](=[O:5])[NH:6][c:7]1[cH:8][cH:9][c:10](-[c:13]2[n:14][c:15]([N:23]3[CH2:24][CH2:25][O:26][CH2:27][CH2:28]3)[c:16]3[c:17]([n:18]2)[CH2:19][N:20]([C:33]([C:30]2([CH3:29])[CH2:31][CH2:32]2)=[O:34])[CH2:21][CH2:22]3)[cH:11][cH:12]1. Starting materials: CC(C)(C)C(=O)Oc1cc(-c2ccc(OCCc3cccc([N+](=O)[O-])c3)cc2)on1, C, CCOC(C)=O, [Pd]. The product is CC(C)(C)C(=O)Oc1cc(-c2ccc(OCCc3cccc(N)c3)cc2)on1. Reaction SMILES: [C:1]([C:2]([CH3:3])([CH3:4])[CH3:5])(=[O:6])[O:7][c:8]1[n:9][o:10][c:11](-[c:13]2[cH:14][cH:15][c:16]([O:19][CH2:20][CH2:21][c:22]3[cH:23][c:24]([N+:28]([O-:29])=[O:30])[cH:25][cH:26][cH:27]3)[cH:17][cH:18]2)[cH:12]1.[C:37].[CH3:31][CH2:32][O:33][C:34](=[O:35])[CH3:36].[Pd:38]>>[C:1]([C:2]([CH3:3])([CH3:4])[CH3:5])(=[O:6])[O:7][c:8]1[n:9][o:10][c:11](-[c:13]2[cH:14][cH:15][c:16]([O:19][CH2:20][CH2:21][c:22]3[cH:23][c:24]([NH2:28])[cH:25][cH:26][cH:27]3)[cH:17][cH:18]2)[cH:12]1. The reactants are [BH4-], O=Cc1ccc(OCc2ccccc2)cc1F, CO, ClCCl, [Na+]. Yields the product OCc1ccc(OCc2ccccc2)cc1F. RXN SMILES: [BH4-:18].[CH2:1]([c:2]1[cH:3][cH:4][cH:5][cH:6][cH:7]1)[O:8][c:9]1[cH:10][c:11]([F:17])[c:12]([CH:13]=[O:14])[cH:15][cH:16]1.[CH3:20][OH:21].[Cl:22][CH2:23][Cl:24].[Na+:19]>>[CH2:1]([c:2]1[cH:3][cH:4][cH:5][cH:6][cH:7]1)[O:8][c:9]1[cH:10][c:11]([F:17])[c:12]([CH2:13][OH:14])[cH:15][cH:16]1. Reactants: CC1NC(CC(C1)C1=NC=C2C(N1)=C(C=N2)C)C2=CC=CC=C2 (2,7-dimethyl-6-phenyl-4-piperidylpyrrolo[3,2-d]pyrimidine), CCOC(=O)C (EtOAc), Cl (HCl). Solvent: CO (MeOH). Yields the product O.Cl.CC1NC(CC(C1)C1=NC=C2C(N1)=C(C=N2)C)C2=CC=CC=C2 (2,7-Dimethyl-6-phenyl-4-piperidylpyrrolo[3,2-d]pyrimidine Hydrochloride Monohydrate). Yield: 90.0%. Reaction SMILES: [CH3:1][CH:2]1[CH2:7][CH:6]([C:8]2[NH:13][C:12]3=[C:14]([CH3:17])[CH:15]=[N:16][C:11]3=[CH:10][N:9]=2)[CH2:5][CH:4]([C:18]2[CH:23]=[CH:22][CH:21]=[CH:20][CH:19]=2)[NH:3]1.CC[O:26]C(C)=O.[ClH:30]>CO>[OH2:26].[ClH:30].[CH3:1][CH:2]1[CH2:7][CH:6]([C:8]2[NH:13][C:12]3=[C:14]([CH3:17])[CH:15]=[N:16][C:11]3=[CH:10][N:9]=2)[CH2:5][CH:4]([C:18]2[CH:23]=[CH:22][CH:21]=[CH:20][CH:19]=2)[NH:3]1 |f:4.5.6|. Procedure details: Using the method described in Example 30 by employing (1-phenylbut-1-enyl) pyrrolidine (freshly prepared before use) (2.13 g, 11.5 mmol), 4,6-dichloro-5-nitropyrimidine (Aldrich Chemical Company) (2.30 g, 11.5 mmol), N,N-diisopropylethyl amine (Aldrich Chemical Company) (2.0 mL, 11.5 mmol), piperidine (1.8 mL, 18.4 mmol), NEt3 (Aldrich Chemical Company) (2.0 mL) and SnCl2 (Aldrich Chemical Company) (35 mL of a 2M solution in DMF). The residue was purified by flash chromatography on silica gel wi... The reactants are NC1=COC2=C(C1=O)C=C(C(=C2)NS(=O)(=O)C)OC2=CC=CC=C2 (3-amino-7-methylsulfonylamino-6-phenoxy-4H-1-benzopyran-4-one), [O-]C#N.[Na+] (sodium cyanate). Reported procedure: 500 mg of 3-amino-7-methylsulfonylamino-6-phenoxy-4H-1-benzopyran-4-one was dissolved in 20 ml of acetic acid and 10 ml of water. The solution was heated to 35° C. Thereto was dropwise added a solution of 190 mg of sodium cyanate dissolved in 5 ml of water, in 5 minutes. The mixture was stirred for 30 minutes at the same temperature. 20 ml of water was added thereto. The resulting crystal was collected by filtration and recrystallized from acetic acid to obtain 350 mg (yield: 62.3%) of 7-methyls... RXN SMILES: [NH2:1][C:2]1[C:7](=[O:8])[C:6]2[CH:9]=[C:10]([O:18][C:19]3[CH:24]=[CH:23][CH:22]=[CH:21][CH:20]=3)[C:11]([NH:13][S:14]([CH3:17])(=[O:16])=[O:15])=[CH:12][C:5]=2[O:4][CH:3]=1.[O-:25][C:26]#[N:27].[Na+]>C(O)(=O)C.O>[CH3:17][S:14]([NH:13][C:11]1[C:10]([O:18][C:19]2[CH:20]=[CH:21][CH:22]=[CH:23][CH:24]=2)=[CH:9][C:6]2[C:7](=[O:8])[C:2]([NH:1][C:26]([NH2:27])=[O:25])=[CH:3][O:4][C:5]=2[CH:12]=1)(=[O:15])=[O:16] |f:1.2|. The product is CS(=O)(=O)NC1=CC2=C(C(C(=CO2)NC(=O)N)=O)C=C1OC1=CC=CC=C1 (7-methylsulfonylamino-6-phenoxy-3-ureido-4H-1-benzopyran-4-one). Conditions: temperature 35 celsius, time 30 minute. Yield: 62.3%. The solvent is C(C)(=O)O (acetic acid), O (water), O (water), O (water).